describe an organic reaction: reactants, conditions, products, and yield From a dataset of the Open Reaction Database (ORD), a public repository of structured organic reaction records. The reactants are [Cl-].[NH4+] (Ammonium chloride), deferoxamine B hydrochloride, CC(=O)N(CCCCCNC(=O)CCC(=O)N(CCCCCNC(=O)CCC(=O)N(CCCCCN)O)O)O (deferoxamine B), [Cl-].[NH4+] (ammonium chloride), CC(=O)N(CCCCCNC(=O)CCC(=O)N(CCCCCNC(=O)CCC(=O)N(CCCCCN)O)O)O (deferoxamine), resin. Solvent: O (water), O (water). The product is CC(=O)N(CCCCCNC(=O)CCC(=O)N(CCCCCNC(=O)CCC(=O)N(CCCCCN)O)O)O.Cl (deferoxamine hydrochloride). Reaction SMILES: [CH3:1][C:2]([N:4]([OH:39])[CH2:5][CH2:6][CH2:7][CH2:8][CH2:9][NH:10][C:11]([CH2:13][CH2:14][C:15]([N:17]([OH:38])[CH2:18][CH2:19][CH2:20][CH2:21][CH2:22][NH:23][C:24]([CH2:26][CH2:27][C:28]([N:30]([OH:37])[CH2:31][CH2:32][CH2:33][CH2:34][CH2:35][NH2:36])=[O:29])=[O:25])=[O:16])=[O:12])=[O:3].[Cl-:40].[NH4+]>O>[CH3:1][C:2]([N:4]([OH:39])[CH2:5][CH2:6][CH2:7][CH2:8][CH2:9][NH:10][C:11]([CH2:13][CH2:14][C:15]([N:17]([OH:38])[CH2:18][CH2:19][CH2:20][CH2:21][CH2:22][NH:23][C:24]([CH2:26][CH2:27][C:28]([N:30]([OH:37])[CH2:31][CH2:32][CH2:33][CH2:34][CH2:35][NH2:36])=[O:29])=[O:25])=[O:16])=[O:12])=[O:3].[ClH:40] |f:1.2,4.5|. Reported procedure: Crude deferoxamine B hydrochloride (7.88 kg) containing 5.30 kg deferoxamine B was dissolved in water (362 L). The aqueous solution was then passed through an equal volume of Diaion® SP 207 adsorption resin (Mitsubishi Chemical Corp.) in a 10 liter chromatographic column at a flow rate of 14 L h−1. The eluent contained 5.04 kg deferoxamine. Ammonium chloride was then added in an amount of 5 g L−1 to the eluent with stirring until the ammonium chloride completely dissolved. The solution was then ... Reactants: CCO, Cl, O=C1CCCc2c1cccc2[N+](=O)[O-], NO, O. The product is O=[N+]([O-])c1cccc2c1CCCC2=NO. As a reaction SMILES: [CH3:15][CH2:16][OH:17].[ClH:18].[N+:1](=[O:2])([O-:3])[c:4]1[c:5]2[c:10]([cH:11][cH:12][cH:13]1)[C:9](=[O:14])[CH2:8][CH2:7][CH2:6]2.[NH2:19][OH:20].[OH2:21]>>[N+:1](=[O:2])([O-:3])[c:4]1[c:5]2[c:10]([cH:11][cH:12][cH:13]1)[C:9](=[N:19][OH:20])[CH2:8][CH2:7][CH2:6]2. Starting materials: ClC1=CC(=C(C=C1)[N+](=O)[O-])C(OC)OC (4-chloro-2-dimethoxymethyl-1-nitro-benzene), C1(=CC=CC=C1)CC#N (Phenyl-acetonitrile), [H-].[Na+] (NaH), COCCOCCN(CCOCCOC)CCOCCOC (TDA-1), [H-].[Na+] (NaH). Solvent: CC(=O)O (CH3COOH), CC(=O)N(C)C (DMA), CC(=O)N(C)C (DMA). Yields the product COC(C=1C=C(C=CC1[N+](=O)[O-])C(=O)C1=CC=CC=C1)OC ((3-Dimethoxymethyl-4-nitro-phenyl)-phenyl-methanone). RXN SMILES: [C:1]1([CH2:7][C:8]#N)[CH:6]=[CH:5][CH:4]=[CH:3][CH:2]=1.[H-].[Na+].C[O:13]CCOCCN(CCOCCOC)CCOCCOC.ClC1[CH:40]=[CH:39][C:38]([N+:41]([O-:43])=[O:42])=[C:37]([CH:44]([O:47][CH3:48])[O:45][CH3:46])[CH:36]=1>CC(N(C)C)=O.CC(O)=O>[CH3:46][O:45][CH:44]([O:47][CH3:48])[C:37]1[CH:36]=[C:8]([C:7]([C:1]2[CH:2]=[CH:3][CH:4]=[CH:5][CH:6]=2)=[O:13])[CH:40]=[CH:39][C:38]=1[N+:41]([O-:43])=[O:42] |f:1.2|. Procedure: Phenyl-acetonitrile (0.0793 mol) in DMA (100 ml) was stirred at room temperature and 50% NaH (0.0793 mol) was added portionwise. The mixture was stirred at room temperature until the evolution of H2 had ceased. TDA-1 (0.004 mol) was added and 4-chloro-2-dimethoxymethyl-1-nitro-benzene (0.0793 mol) in DMA (30 mL) was added dropwise. The mixture was stirred at 60° C. and at 100° C. overnight. 50% NaH (0.0793 mol) was added again and the mixture was stirred further at room temperature. The mixture ...